From a dataset of the Open Reaction Database (ORD), a public repository of structured organic reaction records. describe an organic reaction: reactants, conditions, products, and yield Product: FC(COC1=C(C=C(C=C1)OCC(F)(F)F)C(C=CC1=C(C=C(C=C1)C(F)(F)F)C(F)(F)F)=O)(F)F (1-[2,5-Bis(2,2,2-trifluoroethoxy)phenyl]-3-[2,4-bis-(trifluoromethyl)phenyl]prop-2-en-1-one). Reaction SMILES: [CH3:1][C:2]([C:4]1[CH:9]=[C:8]([O:10][CH2:11][C:12]([F:15])([F:14])[F:13])[CH:7]=[CH:6][C:5]=1[O:16][CH2:17][C:18]([F:21])([F:20])[F:19])=[O:3].[F:22][C:23]([F:37])([F:36])[C:24]1[CH:31]=[C:30]([C:32]([F:35])([F:34])[F:33])[CH:29]=[CH:28][C:25]=1[CH:26]=O>>[F:21][C:18]([F:19])([F:20])[CH2:17][O:16][C:5]1[CH:6]=[CH:7][C:8]([O:10][CH2:11][C:12]([F:13])([F:14])[F:15])=[CH:9][C:4]=1[C:2](=[O:3])[CH:1]=[CH:26][C:25]1[CH:28]=[CH:29][C:30]([C:32]([F:35])([F:34])[F:33])=[CH:31][C:24]=1[C:23]([F:22])([F:36])[F:37]. The reactants are CC(=O)C1=C(C=CC(=C1)OCC(F)(F)F)OCC(F)(F)F (2,5-bis(2,2,2-trifluoroethoxy)acetophenone), FC(C1=C(C=O)C=CC(=C1)C(F)(F)F)(F)F (2,4-bis(trifluoromethyl)benzaldehyde), Example 6. Procedure details: The title compound was prepared from a mixture of 2,5-bis(2,2,2-trifluoroethoxy)acetophenone (200 mg, 0.633 mmol) and 2,4-bis(trifluoromethyl)benzaldehyde (108 ul, 0.633 mmol) similar to Example 6 as a yellow solid (27 mg, 8%). 1H NMR (CDCl3): 8.03 (dd, J=2.0, 15.5 Hz, 1H), 7.97 (s, 1H), 7.93 (d, J=8.1 Hz, 1H), 7.86 (d, J=7.2 Hz, 1H), 7.50 (d, J=15.6 Hz, 1H), 7.35 (d, J=3.3 Hz, 1H), 7.18 (dd, J=3.3, 9.0 Hz, 1H), 6.95 (d, J=9.3 Hz, 1H), 4.47-4.35 (m, 4H).